describe an organic reaction: reactants, conditions, products, and yield From a dataset of the Open Reaction Database (ORD), a public repository of structured organic reaction records. Reactants: NC1=CC(=C(C=C1)O)C (4-amino-2-methyl-phenol), C(=O)([O-])[O-].[Cs+].[Cs+] (Cs2CO3), ClC1=NC=CC=C1C1=NC=NC=C1 (4-(2-chloro-pyridin-3-yl)-pyrimidine). Run in CN1CCCC1=O (NMP). Run at temperature 100 celsius. Yields the product CC=1C=C(C=CC1OC1=NC=CC=C1C1=NC=NC=C1)N (3-methyl-4-(3-pyrimidin-4-yl-pyridin-2-yloxy)-phenylamine). RXN SMILES: [NH2:1][C:2]1[CH:7]=[CH:6][C:5]([OH:8])=[C:4]([CH3:9])[CH:3]=1.C([O-])([O-])=O.[Cs+].[Cs+].Cl[C:17]1[C:22]([C:23]2[CH:28]=[CH:27][N:26]=[CH:25][N:24]=2)=[CH:21][CH:20]=[CH:19][N:18]=1>CN1C(=O)CCC1>[CH3:9][C:4]1[CH:3]=[C:2]([NH2:1])[CH:7]=[CH:6][C:5]=1[O:8][C:17]1[C:22]([C:23]2[CH:28]=[CH:27][N:26]=[CH:25][N:24]=2)=[CH:21][CH:20]=[CH:19][N:18]=1 |f:1.2.3|. Procedure: To 4-amino-2-methyl-phenol (193 mg, 1.57 mmol) was added Cs2CO3 (1.02 g, 3.14 mmol) and NMP (2.0 mL). The mixture was heated for 5 minutes at 100° C., cooled to RT and 4-(2-chloro-pyridin-3-yl)-pyrimidine (300 mg, 1.57 mmol) was added. The mixture was heated in the microwave to 210° C. for 20 minutes, cooled, filtered through a plug of cotton and purified by reverse-phase HPLC (Gilson, acidic mobile phase) to yield 3-methyl-4-(3-pyrimidin-4-yl-pyridin-2-yloxy)-phenylamine. MS m/z=279 [M+1]+. Cal...